Dataset: the Open Reaction Database (ORD), a public repository of structured organic reaction records. Task: describe an organic reaction: reactants, conditions, products, and yield Starting materials: FC1=C(C=O)C=C(C=C1)C (2-fluoro-5-methylbenzaldehyde), FC=1C=CC(=C(C=O)C1)C (5-fluoro-2-methylbenzaldehyde), Cl (hydrochloric acid), [OH-].[Na+] (sodium hydroxide). The solvent is CC(=O)C (acetone), CC(=O)C (acetone), CC(=O)C (acetone), O (water). Run at time 1 hour. The product is FC1=C(C=C(C=C1)C)C=CC(C)=O (4-(2-fluoro-5-methylphenyl)-3-buten-2-one). RXN SMILES: [OH-:1].[Na+].[F:3][C:4]1[CH:11]=[CH:10][C:9]([CH3:12])=[CH:8][C:5]=1[CH:6]=O.FC1C=CC(C)=[C:18]([CH:21]=1)[CH:19]=O.Cl>CC(C)=O.O>[F:3][C:4]1[CH:11]=[CH:10][C:9]([CH3:12])=[CH:8][C:5]=1[CH:6]=[CH:21][C:18](=[O:1])[CH3:19] |f:0.1|. Reported procedure: To a mixture of acetone (160 ml), sodium hydroxide (6.4 g) and water (200 ml) was added dropwise at 0° C. a mixture of 2-fluoro-5-methylbenzaldehyde and 5-fluoro-2-methylbenzaldehyde (about 1:7) (28.1 g) in acetone (40 ml), and the mixture was stirred at the same temperature for 1 hour. To the mixture was added 1N hydrochloric acid (160 ml), and acetone was evaporated under reduced pressure. The residue was extracted with ethyl acetate, and the organic layer was washed with water and saturated b... The reactants are NC=1C2=C(C=3NC(C(NC3C1)=O)=O)CN(CC2)C (6-Amino-1,4,7,8,9,10-hexahydro-9-methyl-pyrido-[3,4-f]quinoxaline-2,3-dione), N(=O)[O-].[Na+] (sodium nitrite), C(#N)[Cu] (CuCN). Run in Cl (HCl). Product: CN1CC=2C=3NC(C(NC3C=C(C2CC1)C#N)=O)=O (1,2,3,4,7,8,9,10-Octahydro-9-methyl-2,3-dioxopyrido[3,4-f]quinoxaline-6-carbonitrile). As a reaction SMILES: N[C:2]1[C:3]2[CH2:17][CH2:16][N:15]([CH3:18])[CH2:14][C:4]=2[C:5]2[NH:6][C:7](=[O:13])[C:8](=[O:12])[NH:9][C:10]=2[CH:11]=1.N([O-])=O.[Na+].[C:23]([Cu])#[N:24]>Cl>[CH3:18][N:15]1[CH2:16][CH2:17][C:3]2[C:2]([C:23]#[N:24])=[CH:11][C:10]3[NH:9][C:8](=[O:12])[C:7](=[O:13])[NH:6][C:5]=3[C:4]=2[CH2:14]1 |f:1.2|. Procedure: The product from Example 79 is treated with sodium nitrite in 37% HCl solution at 0° C. The reaction mixture is poured into a solution of CuCN and the title compound is isolated by filtration. Reactants: BrCC(=O)C1=CC=C(C#N)C=C1 (4-(2-bromoacetyl)benzonitrile), BrC1=CC=C(C(=O)N)C=C1 (4-bromobenzamide), C(C)#N (acetonitrile). The solvent is CN1CCCC1=O (NMP). Reaction conditions: temperature 135 celsius, time 3 hour. The product is BrC1=CC=C(C=C1)C=1OC=C(N1)C1=CC=C(C#N)C=C1 (4-(2-(4-bromophenyl)oxazol-4-yl)benzonitrile). Isolated yield 17.5%. Reaction SMILES: Br[CH2:2][C:3]([C:5]1[CH:12]=[CH:11][C:8]([C:9]#[N:10])=[CH:7][CH:6]=1)=O.[Br:13][C:14]1[CH:22]=[CH:21][C:17]([C:18]([NH2:20])=[O:19])=[CH:16][CH:15]=1.C(#N)C>CN1C(=O)CCC1>[Br:13][C:14]1[CH:22]=[CH:21][C:17]([C:18]2[O:19][CH:2]=[C:3]([C:5]3[CH:12]=[CH:11][C:8]([C:9]#[N:10])=[CH:7][CH:6]=3)[N:20]=2)=[CH:16][CH:15]=1. Reported procedure: To a stirring solution of 4-(2-bromoacetyl)benzonitrile (7.13 g, 31.8 mmol) in NMP (15 mL) was added 4-bromobenzamide (5.31 g, 26.5 mmol) and the reaction mixture heated to 135° C. for 18 h. The reaction mixture was allowed to cool to room temperature then treated with acetonitrile (25 mL) and stirred for 3 h. The precipitate was collected by filtration and washed with acetonitrile (2×5 mL) to afford 1.51 g (17%) of 4-(2-(4-bromophenyl)oxazol-4-yl)benzonitrile INT-42 as a light brown powder. LCM... Reactants: [N+](=O)([O-])C1=CC=C(OCC2=NC=CC=C2)C=C1 (2-[(4-Nitrophenoxy)methyl]pyridine), [NH4+].[Cl-] (NH4Cl). The reagents and catalysts are [Fe] (iron). The solvent is C(C)O (ethanol), O (water). Reaction conditions: temperature 75 celsius, time 2 hour. The product is NC1=CC=C(OCC2=NC=CC=C2)C=C1 (2-[(4-aminophenoxy)methyl]pyridine). The yield is 86.6%. Reaction SMILES: [N+:1]([C:4]1[CH:17]=[CH:16][C:7]([O:8][CH2:9][C:10]2[CH:15]=[CH:14][CH:13]=[CH:12][N:11]=2)=[CH:6][CH:5]=1)([O-])=O.[NH4+].[Cl-]>C(O)C.O.[Fe]>[NH2:1][C:4]1[CH:17]=[CH:16][C:7]([O:8][CH2:9][C:10]2[CH:15]=[CH:14][CH:13]=[CH:12][N:11]=2)=[CH:6][CH:5]=1 |f:1.2|. Procedure details: 2-[(4-Nitrophenoxy)methyl]pyridine (2.30 g, 10 mmol) was dissolved in ethanol (160 mL) and water (40 mL). NH4Cl (5.30 g) was added to the above mixture and heated to 70-80° C. To this reaction mixture was added iron powder (5.50 g) in portion wise manner under a vigorous stirring and the stifling was continued for 2 h. The reaction mixture was filtered through a Celite pad when hot and washed the filter bed with MeOH. The filtrate was concentrated, diluted with water, extracted with CH2Cl2 (3×75... Reactants: ClC=1C2=C(N=CN1)SC1=C2CCC(C1)C(=O)O ((RS)-4-Chloro-5,6,7,8-tetrahydro[1]benzothieno[2,3-d]pyrimidine-7-carboxylic acid), C(CCC)NCC#N ((butylamino)acetonitrile). Product: C(CCC)N(C(=O)C1CC2=C(CC1)C1=C(N=CN=C1Cl)S2)CC#N ((RS)—N-Butyl-4-chloro-N-(cyanomethyl)-5,6,7,8-tetrahydro[1]benzothieno[2,3-d]pyrimidine-7-carboxamide). RXN SMILES: [Cl:1][C:2]1[C:3]2[C:10]3[CH2:11][CH2:12][CH:13]([C:15]([OH:17])=O)[CH2:14][C:9]=3[S:8][C:4]=2[N:5]=[CH:6][N:7]=1.[CH2:18]([NH:22][CH2:23][C:24]#[N:25])[CH2:19][CH2:20][CH3:21]>>[CH2:18]([N:22]([CH2:23][C:24]#[N:25])[C:15]([CH:13]1[CH2:12][CH2:11][C:10]2[C:3]3[C:2]([Cl:1])=[N:7][CH:6]=[N:5][C:4]=3[S:8][C:9]=2[CH2:14]1)=[O:17])[CH2:19][CH2:20][CH3:21]. Procedure details: 300 mg (1.12 mmol) (RS)-4-chloro-5,6,7,8-tetrahydro[1]benzothieno[2,3-d]pyrimidine-7-carboxylic acid (prepared according to intermediate example 31b) were transformed in analogy to example 3 using (butylamino)acetonitrile to give after working up and purification 280 mg (69%) of the title compound.